The task is: describe an organic reaction: reactants, conditions, products, and yield. This data is from the Open Reaction Database (ORD), a public repository of structured organic reaction records. Reactants: C(C)(C)(C)OC(NC1=C(C=C(C(=C1)N(C)C(C)C)C(F)(F)F)[N+](=O)[O-])=O ([5-(isopropyl-methyl-amino)-2-nitro-4-trifluoromethyl-phenyl]-carbamic acid tert-butyl ester). The reagents and catalysts are [Pd] (Pd/C). Product: C(C)(C)(C)OC(NC1=C(C=C(C(=C1)N(C)C(C)C)C(F)(F)F)N)=O ([2-Amino-5-(isopropyl-methyl-amino)-4-trifluoromethyl-phenyl]-carbamic acid tert-butyl ester), oil. Isolated yield 88.0%. As a reaction SMILES: [C:1]([O:5][C:6](=[O:26])[NH:7][C:8]1[CH:13]=[C:12]([N:14]([CH:16]([CH3:18])[CH3:17])[CH3:15])[C:11]([C:19]([F:22])([F:21])[F:20])=[CH:10][C:9]=1[N+:23]([O-])=O)([CH3:4])([CH3:3])[CH3:2]>[Pd]>[C:1]([O:5][C:6](=[O:26])[NH:7][C:8]1[CH:13]=[C:12]([N:14]([CH:16]([CH3:17])[CH3:18])[CH3:15])[C:11]([C:19]([F:22])([F:21])[F:20])=[CH:10][C:9]=1[NH2:23])([CH3:3])([CH3:4])[CH3:2]. Procedure: The title compound was prepared from [5-(isopropyl-methyl-amino)-2-nitro-4-trifluoromethyl-phenyl]-carbamic acid tert-butyl ester (Example C10) (2.98 g, 7.90 mmol) by hydrogenation with 10% Pd/C according to the general procedure J (method a). Obtained as a orange oil (2.42 g, 88%). Starting materials: O=C([O-])O, CCOC(C)=O, NC(Cc1cccc(Oc2ccccc2)c1)C(O)c1ccc(F)cc1, [Na+], O, O=C(Cl)CCc1ccccc1. The product is O=C(CCc1ccccc1)NC(Cc1cccc(Oc2ccccc2)c1)C(O)c1ccc(F)cc1. Reaction SMILES: [C:37](=[O:38])([O-:39])[OH:40].[CH3:42][CH2:43][O:44][C:45](=[O:46])[CH3:47].[NH2:1][CH:2]([CH:3]([OH:4])[c:5]1[cH:6][cH:7][c:8]([F:11])[cH:9][cH:10]1)[CH2:12][c:13]1[cH:14][c:15]([O:19][c:20]2[cH:21][cH:22][cH:23][cH:24][cH:25]2)[cH:16][cH:17][cH:18]1.[Na+:41].[OH2:48].[c:26]1([CH2:32][CH2:33][C:34](=[O:35])[Cl:36])[cH:27][cH:28][cH:29][cH:30][cH:31]1>>[NH:1]([CH:2]([CH:3]([OH:4])[c:5]1[cH:6][cH:7][c:8]([F:11])[cH:9][cH:10]1)[CH2:12][c:13]1[cH:14][c:15]([O:19][c:20]2[cH:21][cH:22][cH:23][cH:24][cH:25]2)[cH:16][cH:17][cH:18]1)[C:34]([CH2:33][CH2:32][c:26]1[cH:27][cH:28][cH:29][cH:30][cH:31]1)=[O:35]. Starting materials: O (water), C(C)(C)(C)C=1N=C(SC1)C=1OC2=C(C1)C=C(C=C2)C2=NN=NN2 (5-[2-(4-tert-butylthiazol-2-yl)benzofuran-5-yl]-1H-tetrazole), ICC1=C(C(=O)OCC)C=CC=C1 (ethyl 2-iodomethylbenzoate), C([O-])([O-])=O.[K+].[K+] (potassium carbonate). Solvent: CC(CC)=O (2-butanone). The product is C(C)(C)(C)C=1N=C(SC1)C=1OC2=C(C1)C=C(C=C2)C=2N=NN(N2)CC2=C(C=CC=C2)C(=O)OCC (5-[2-(4-tert-butylthiazol-2-yl)benzofuran-5-yl]-2-[2-(ethoxycarbonyl)phenylmethyl]-2H-tetrazole), C(C)(C)(C)C=1N=C(SC1)C=1OC2=C(C1)C=C(C=C2)C2=NN=NN2CC2=C(C=CC=C2)C(=O)OCC (5-[2-(4-tert-butylthiazol-2-yl)benzofuran-5-yl]-1-[2-(ethoxycarbonyl)phenylmethyl]-1H-tetrazole). As a reaction SMILES: [C:1]([C:5]1[N:6]=[C:7]([C:10]2[O:11][C:12]3[CH:18]=[CH:17][C:16]([C:19]4[NH:23][N:22]=[N:21][N:20]=4)=[CH:15][C:13]=3[CH:14]=2)[S:8][CH:9]=1)([CH3:4])([CH3:3])[CH3:2].I[CH2:25][C:26]1[CH:36]=[CH:35][CH:34]=[CH:33][C:27]=1[C:28]([O:30][CH2:31][CH3:32])=[O:29].C(=O)([O-])[O-].[K+].[K+].O>CC(=O)CC>[C:1]([C:5]1[N:6]=[C:7]([C:10]2[O:11][C:12]3[CH:18]=[CH:17][C:16]([C:19]4[N:23]=[N:22][N:21]([CH2:25][C:26]5[CH:36]=[CH:35][CH:34]=[CH:33][C:27]=5[C:28]([O:30][CH2:31][CH3:32])=[O:29])[N:20]=4)=[CH:15][C:13]=3[CH:14]=2)[S:8][CH:9]=1)([CH3:4])([CH3:2])[CH3:3].[C:1]([C:5]1[N:6]=[C:7]([C:10]2[O:11][C:12]3[CH:18]=[CH:17][C:16]([C:19]4[N:23]([CH2:25][C:26]5[CH:36]=[CH:35][CH:34]=[CH:33][C:27]=5[C:28]([O:30][CH2:31][CH3:32])=[O:29])[N:22]=[N:21][N:20]=4)=[CH:15][C:13]=3[CH:14]=2)[S:8][CH:9]=1)([CH3:4])([CH3:2])[CH3:3] |f:2.3.4|. Procedure: A mixture of 5-[2-(4-tert-butylthiazol-2-yl)benzofuran-5-yl]-1H-tetrazole (1.55 g), ethyl 2-iodomethylbenzoate (1.67 g) and potassium carbonate (1.80 g) in 2-butanone (15 ml) was stirred under reflux for 5 hours. After being cooled, the resulting mixture was poured into water and extracted with ethyl acetate. The organic layer was washed with brine, dried over magnesium sulfate, and concentrated under reduced pressure. The residue was subjected to column chromatography on silica gel and eluted w... The reactants are C(C1=CC=CC=C1)N1CCC(CC1)NC(=O)OCC (1-benzyl-4-ethoxycarbonylaminopiperidine), Cl (hydrochloric acid). The reagents and catalysts are [Pd] (palladium-on-charcoal). Run in CO (methanol). Product: C(C)OC(=O)NC1CCNCC1 (4-Ethoxycarbonylaminopiperidine). RXN SMILES: C([N:8]1[CH2:13][CH2:12][CH:11]([NH:14][C:15]([O:17][CH2:18][CH3:19])=[O:16])[CH2:10][CH2:9]1)C1C=CC=CC=1.Cl>CO.[Pd]>[CH2:18]([O:17][C:15]([NH:14][CH:11]1[CH2:12][CH2:13][NH:8][CH2:9][CH2:10]1)=[O:16])[CH3:19]. Procedure: 16 g (61 mmol) of 1-benzyl-4-ethoxycarbonylaminopiperidine were hydrogenated in 240 ml of methanol and 80 ml of 10% strength methanolic hydrochloric acid on 4 g of palladium-on-charcoal (10%) at 45° C. in a shaking vessel for 90 minutes. The catalyst was filtered off with suction, the solvent was evaporated off, the residue was dissolved in 400 ml of ethanol and the solution was neutralized with ethanolic NaOH. The NaCl which had precipitated out was filtered off and the filtrate was concentrate... Reactants: NC1=C(C(=CC2=C1N(C(=N2)C)CC)C(F)(F)F)Cl (7-Amino-6-chloro-1-ethyl-2-methyl-5-trifluoromethylbenzimidazole), resultant mixture, [NH4+].[OH-] (NH4OH), OS(=O)(=O)O (H2SO4), C=O (paraformaldehyde). Yields the product ClC=1C(=CC2=C(N(C(=N2)C)CC)C1NC)C(F)(F)F (6-Chloro-1-ethyl-2-methyl-7-methylamino-5-trifluoromethylbenzimidazole). The yield is 73.3%. Reaction SMILES: [NH2:1][C:2]1[C:7]2[N:8]([CH2:12][CH3:13])[C:9]([CH3:11])=[N:10][C:6]=2[CH:5]=[C:4]([C:14]([F:17])([F:16])[F:15])[C:3]=1[Cl:18].OS(O)(=O)=O.[CH2:24]=O.[NH4+].[OH-]>>[Cl:18][C:3]1[C:4]([C:14]([F:16])([F:17])[F:15])=[CH:5][C:6]2[N:10]=[C:9]([CH3:11])[N:8]([CH2:12][CH3:13])[C:7]=2[C:2]=1[NH:1][CH3:24] |f:3.4|. Procedure: To 1.0g. of 7-amino-6-chloro-1-ethyl-2-methyl-5-trifluoromethylbenzimidazole (Example IV) dissolved in 10 ml. of concentrated H2SO4 was added 1.0g. of paraformaldehyde. The resultant mixture was stirred at 80°C. for 2 hours and then poured onto ice. The resultant brown solution was made basic by addition of concentrated NH4OH, precipitating a light brown solid. The mixture was extracted with chloroform and the chloroform extracts washed with water and dried over Na2SO4. After removal of the chlo... Starting materials: ONC1=CC=CC=2C(C3=CC=CC=C3C(C12)=O)=O (1-hydroxylaminoanthraquinone), [H][H] (hydrogen). Reagents/catalysts: [Ni] (Raney nickel). Run in COCCO (methyl-Cellosolve), COCCO (ethyleneglycol monomethyl ether). Run at temperature 80 celsius. Product: NC1=CC=CC=2C(C3=CC=CC=C3C(C12)=O)=O (1-aminoanthraquinone). As a reaction SMILES: O[NH:2][C:3]1[C:16]2[C:15](=[O:17])[C:14]3[C:9](=[CH:10][CH:11]=[CH:12][CH:13]=3)[C:8](=[O:18])[C:7]=2[CH:6]=[CH:5][CH:4]=1.[H][H]>[Ni].COCCO>[NH2:2][C:3]1[C:16]2[C:15](=[O:17])[C:14]3[C:9](=[CH:10][CH:11]=[CH:12][CH:13]=3)[C:8](=[O:18])[C:7]=2[CH:6]=[CH:5][CH:4]=1. Procedure details: To 100 parts of ethyleneglycol monomethyl ether (so called methyl-Cellosolve) there were added 5.0 parts of 1-hydroxylaminoanthraquinone and 0.25 part of Raney nickel. The reaction mixture was heated to 80°C over 30 minutes and maintained at 80°C for 4 hours, with stirring, while introducing thereinto 0.04 parts/hour of gaseous hydrogen. The reaction mixture was then purged of gaseous hydrogen with gaseous nitrogen, heated to 100°C and filtered while hot to separate the catalyst as residue. The ... The reactants are N1=CC=CC=C1 (pyridine), C(C)(=O)O[C@]1([C@@H](O[C@@H]([C@H]1OC(C)=O)COC(C)=O)N1N=C2C=3C(C=CC3C(NN=C2)=O)=C1)C (2-(2,3,5-Tri-O-acetyl-2-C-methyl-β-D-ribofuranosyl)-2,6-dihydro-7H-2,3,5,6-tetraazabenzo[cd]azulene-7-one), P12(=S)SP3(=S)SP(=S)(S1)SP(=S)(S2)S3 (phosphorus pentasulfide). Solvent: O1CCOCC1 (dioxane). Yields the product C[C@@]1([C@@H](O[C@@H]([C@H]1OC(C)=O)COC(C)=O)N1N=C2C=3C(C=CC3C(NN=C2)=S)=C1)OC(C)=O (2-(2-C-Methyl-2,3,5-tri-O-acetyl-β-D-ribofuranosyl)-2,6-dihydro-7H-2,3,5,6-tetraazabenzo[cd]azulene-7-thione). Reaction SMILES: [C:1]([O:4][C@:5]1([CH3:33])[C@H:9]([O:10][C:11](=[O:13])[CH3:12])[C@@H:8]([CH2:14][O:15][C:16](=[O:18])[CH3:17])[O:7][C@H:6]1[N:19]1[CH:32]=[C:23]2[CH:24]=[CH:25][C:26]3[C:27](=O)[NH:28][N:29]=[CH:30][C:21]([C:22]=32)=[N:20]1)(=[O:3])[CH3:2].N1C=CC=CC=1.P12(SP3(SP(SP(S3)(S1)=S)(=S)S2)=S)=[S:41]>O1CCOCC1>[CH3:33][C@@:5]1([O:4][C:1](=[O:3])[CH3:2])[C@H:9]([O:10][C:11](=[O:13])[CH3:12])[C@@H:8]([CH2:14][O:15][C:16](=[O:18])[CH3:17])[O:7][C@H:6]1[N:19]1[CH:32]=[C:23]2[CH:24]=[CH:25][C:26]3[C:27](=[S:41])[NH:28][N:29]=[CH:30][C:21]([C:22]=32)=[N:20]1. Reported procedure: Compound 18.1 (250 mg, 0.54 mmol) was dissolved in dioxane (5 mL) and pyridine (7 mL) was added, followed by phosphorus pentasulfide (242 mg, 0.5 mmol). The mixture was heated at reflux for 24 hr then the solvent was evaporated and the residue was washed with pyridine (3×4 mL). The combined washings were evaporated and the residue was dissolved in 50 mL CHCl3 and washed with 30 mL 10% aqueous sodium bicarbonate followed by water. The organic phase was dried over anhydrous sodium sulfate, filtere... Reactants: Cl (hydrochloric acid), [OH-].[Na+] (Sodium hydroxide), OC=1C=C2C(CC(OC2=CC1)C1=CC=CC=C1)=O (6-hydroxyflavanone), Cl.NO (hydroxylamine hydrochloride), Cl.NO (hydroxylamine hydrochloride), [OH-].[Na+] (sodium hydroxide). Run in O (water), C(C)O (ethanol), O (water). The product is OC=1C=C2C(CC(OC2=CC1)C1=CC=CC=C1)=NO (6-Hydroxy-2-phenylchroman-4-one Oxime). Reaction SMILES: [OH-:1].[Na+].[OH:3][C:4]1[CH:5]=[C:6]2[C:11](=[CH:12][CH:13]=1)[O:10][CH:9]([C:14]1[CH:19]=[CH:18][CH:17]=[CH:16][CH:15]=1)[CH2:8][C:7]2=O.Cl.[NH2:22]O.Cl>C(O)C.O>[OH:3][C:4]1[CH:5]=[C:6]2[C:11](=[CH:12][CH:13]=1)[O:10][CH:9]([C:14]1[CH:19]=[CH:18][CH:17]=[CH:16][CH:15]=1)[CH2:8][C:7]2=[N:22][OH:1] |f:0.1,3.4|. Reported procedure: Sodium hydroxide (122 mg) was added into a cooled solution of 6-hydroxyflavanone (2 g) and hydroxylamine hydrochloride (900 mg) in ethanol (5 ml) and water (2 ml). Resulting mixture was refluxed for 6 hours and hydroxylamine hydrochloride (450 mg) and sodium hydroxide (61 mg) were added after every 45 min. After cooling into room temperature water (23 ml) and concentrated hydrochloric acid (5.6 ml) were added into the mixture. Precipitate was filtered, washed with water and dried in vacuum. 1H-N...